Dataset: the Open Reaction Database (ORD), a public repository of structured organic reaction records. Task: describe an organic reaction: reactants, conditions, products, and yield The reactants are BrB(Br)Br, CC(C)(C)c1csc(-c2cc3cc(Cn4nc(C(N)=O)c5cc(OCc6ccccc6)ccc54)ccc3o2)n1, ClCCl. Product: CC(C)(C)c1csc(-c2cc3cc(Cn4nc(C(N)=O)c5cc(O)ccc54)ccc3o2)n1. RXN SMILES: [B:40]([Br:41])([Br:42])[Br:43].[CH2:1]([c:2]1[cH:3][cH:4][cH:5][cH:6][cH:7]1)[O:8][c:9]1[cH:10][c:11]2[c:12]([C:37](=[O:38])[NH2:39])[n:13][n:14]([CH2:18][c:19]3[cH:20][cH:21][c:22]4[c:23]([cH:24][c:25](-[c:27]5[s:28][cH:29][c:30]([C:32]([CH3:33])([CH3:34])[CH3:35])[n:31]5)[o:26]4)[cH:36]3)[c:15]2[cH:16][cH:17]1.[Cl:44][CH2:45][Cl:46]>>[OH:8][c:9]1[cH:10][c:11]2[c:12]([C:37](=[O:38])[NH2:39])[n:13][n:14]([CH2:18][c:19]3[cH:20][cH:21][c:22]4[c:23]([cH:24][c:25](-[c:27]5[s:28][cH:29][c:30]([C:32]([CH3:33])([CH3:34])[CH3:35])[n:31]5)[o:26]4)[cH:36]3)[c:15]2[cH:16][cH:17]1.